Dataset: the Open Reaction Database (ORD), a public repository of structured organic reaction records. Task: describe an organic reaction: reactants, conditions, products, and yield Starting materials: C(C(=O)C)C1=NC2=C(C(O1)=O)C=CC(=C2)C (2-acetonyl-7-methyl-4H-3,1-benzoxazin-4-one), CNN (methylhydrazine), resultant solution. Solvent: C(C)(=O)O (acetic acid). The product is CN1N=C(C=C1NC=1C(C(=O)O)=CC=C(C1)C)C (N-(1,3-dimethyl-5-pyrazolyl)-4-methylanthranilic acid). The yield is 49.3%. Reaction SMILES: [CH2:1]([C:5]1[O:10][C:9](=[O:11])[C:8]2[CH:12]=[CH:13][C:14]([CH3:16])=[CH:15][C:7]=2[N:6]=1)[C:2]([CH3:4])=O.[CH3:17][NH:18][NH2:19]>C(O)(=O)C>[CH3:17][N:18]1[C:5]([NH:6][C:7]2[C:8](=[CH:12][CH:13]=[C:14]([CH3:16])[CH:15]=2)[C:9]([OH:10])=[O:11])=[CH:1][C:2]([CH3:4])=[N:19]1. Procedure: The benzoxazinone of Example 1 (15.31 g., 0.071 mole) was added to a solution of methylhydrazine (3.90 g., 0.085 mole) in acetic acid (150 ml.) and the resultant solution was stirred at 80° C. for 2.5 hours. The solvent was removed and the product was recrystallized (acetonitrile) to yield N-(1,3-dimethyl-5-pyrazolyl)-4-methylanthranilic acid (8.59 g., 49 percent), mp 188°-192° C. The reactants are ClC=1N=NC(=CC1)OC1=CC=CC=C1 (3-chloro-6-phenoxy-pyridazine), C(C)(=O)[O-].[Na+] (sodium acetate), [OH-].[Na+] (sodium hydroxide). Solvent: O (water), C(C)(=O)O (acetic acid). Reaction conditions: temperature 110 celsius. Yields the product O(C1=CC=CC=C1)C=1C=CC(NN1)=O (6-phenoxy-2H-pyridazin-3-one). The yield is 84.8%. As a reaction SMILES: Cl[C:2]1[N:3]=[N:4][C:5]([O:8][C:9]2[CH:14]=[CH:13][CH:12]=[CH:11][CH:10]=2)=[CH:6][CH:7]=1.C([O-])(=[O:17])C.[Na+].[OH-].[Na+]>C(O)(=O)C.O>[O:8]([C:5]1[CH:6]=[CH:7][C:2](=[O:17])[NH:3][N:4]=1)[C:9]1[CH:14]=[CH:13][CH:12]=[CH:11][CH:10]=1 |f:1.2,3.4|. Procedure details: A mixture of 3-chloro-6-phenoxy-pyridazine (1.01 g, 4.89 mmol) and sodium acetate (1.40 g, 17.06 mmol) in glacial acetic acid (50 mL, 0.1M) was heated to 110° C. overnight. After this time the reaction was cooled to 25° C. and was diluted with water (450 mL). The reaction was brought to pH=5-6 by the addition of a 5N aqueous sodium hydroxide solution. The resulting solution was extracted with ethyl acetate (3×100 mL). The combined organics were washed with a saturated aqueous sodium chloride sol... Starting materials: C1(=CC=CC=C1)C=1C(=CNC1C1=CC=CC=C1)C(=O)OC (methyl 4,5-diphenyl-1H-pyrrole-3-carboxylate), [H-].[Na+] (sodium hydride), C1(=CC=CC=C1)S(=O)(=O)Cl (benzenesulfonyl chloride). Yields the product C1(=CC=CC=C1)C=1C(=CN(C1C1=CC=CC=C1)S(=O)(=O)C1=CC=CC=C1)C(=O)OC (Methyl 4,5-diphenyl-1-(phenylsulfonyl)-1H-pyrrole-3-carboxylate). The yield is 79.0%. As a reaction SMILES: [C:1]1([C:7]2[C:8]([C:18]([O:20][CH3:21])=[O:19])=[CH:9][NH:10][C:11]=2[C:12]2[CH:17]=[CH:16][CH:15]=[CH:14][CH:13]=2)[CH:6]=[CH:5][CH:4]=[CH:3][CH:2]=1.[H-].[Na+].[C:24]1([S:30](Cl)(=[O:32])=[O:31])[CH:29]=[CH:28][CH:27]=[CH:26][CH:25]=1>>[C:1]1([C:7]2[C:8]([C:18]([O:20][CH3:21])=[O:19])=[CH:9][N:10]([S:30]([C:24]3[CH:29]=[CH:28][CH:27]=[CH:26][CH:25]=3)(=[O:32])=[O:31])[C:11]=2[C:12]2[CH:13]=[CH:14][CH:15]=[CH:16][CH:17]=2)[CH:2]=[CH:3][CH:4]=[CH:5][CH:6]=1 |f:1.2|. Procedure: Using methyl 4,5-diphenyl-1H-pyrrole-3-carboxylate (428 mg), sodium hydride (60% in oil, 74 mg) and benzenesulfonyl chloride (0.24 mL), a procedure as in Reference Example 4 was performed to give the title compound as white crystals (yield 506 mg, 79%). The reactants are BrC=1C=C2CC(C(C2=CC1)=O)C (5-Bromo-2-methyl-1-indanone), cuprous cyanide, N1=CC=CC2=CC=CC=C12 (quinoline), C(Cl)(Cl)Cl (chloroform). Procedure details: 5-Bromo-2-methyl-1-indanone (2.0 g) and cuprous cyanide (4.0 g) in quinoline (50 ml ) were stirred at 200° for 2 hours. The mixture was cooled, treated with chloroform (100 ml ) and filtered to remove copper salts. The filtrate was then washed with 6N hydrochloric acid (3×100 ml ) and evaporated to give the crude product as a brown gum. Crystallisation from ethanol-water gave 5-cyano-2-methyl-1-indanone (1.46 g, m.p. 90°-1°). RXN SMILES: Br[C:2]1[CH:3]=[C:4]2[C:8](=[CH:9][CH:10]=1)[C:7](=[O:11])[CH:6]([CH3:12])[CH2:5]2.C(Cl)(Cl)Cl.[N:17]1C2C(=CC=CC=2)C=C[CH:18]=1>>[C:18]([C:2]1[CH:3]=[C:4]2[C:8](=[CH:9][CH:10]=1)[C:7](=[O:11])[CH:6]([CH3:12])[CH2:5]2)#[N:17]. Product: C(#N)C=1C=C2CC(C(C2=CC1)=O)C (5-cyano-2-methyl-1-indanone). The reactants are COC1=CC=C(C=C1C(=O)O)C(=O)N (6-methoxyisophthalamic acid), COC1=C(N)C=CC=C1 (2-methoxyaniline). Yields the product COC1=C(C=C(C(=O)N)C=C1)C(=O)NC1=C(C=CC=C1)OC (4-methoxy-3-N-(2-methoxyphenyl)isophthalamide). RXN SMILES: [CH3:1][O:2][C:3]1[C:8]([C:9]([OH:11])=O)=[CH:7][C:6]([C:12]([NH2:14])=[O:13])=[CH:5][CH:4]=1.[CH3:15][O:16][C:17]1[CH:23]=[CH:22][CH:21]=[CH:20][C:18]=1[NH2:19]>>[CH3:1][O:2][C:3]1[CH:4]=[CH:5][C:6]([C:12]([NH2:14])=[O:13])=[CH:7][C:8]=1[C:9]([NH:19][C:18]1[CH:20]=[CH:21][CH:22]=[CH:23][C:17]=1[O:16][CH3:15])=[O:11]. Procedure: The captioned compound was synthesized from 6-methoxyisophthalamic acid and 2-methoxyaniline by the same procedure as in the manufacturing method described in step C of Example 1-3-1. Reactants: Cc1c(C(=O)CC(C)C)cc2c(c1C)OC(C(=O)O)C2, CNC, CC(=O)O, CN(C)C=O, Cl, Cl, O. Yields the product C=C(C(=O)c1cc2c(c(C)c1C)OC(C(=O)O)C2)C(C)C. As a reaction SMILES: [C:1]([CH2:2][CH:3]([CH3:4])[CH3:5])(=[O:6])[c:7]1[c:8]([CH3:20])[c:9]([CH3:19])[c:10]2[c:11]([cH:18]1)[CH2:12][CH:13]([C:15](=[O:16])[OH:17])[O:14]2.[CH3:22][NH:23][CH3:24].[CH3:25][C:26](=[O:27])[OH:28].[CH3:31][N:32]([CH3:33])[CH:34]=[O:35].[ClH:21].[ClH:29].[OH2:30]>>[C:1]([C:2]([CH:3]([CH3:4])[CH3:5])=[CH2:22])(=[O:6])[c:7]1[c:8]([CH3:20])[c:9]([CH3:19])[c:10]2[c:11]([cH:18]1)[CH2:12][CH:13]([C:15](=[O:16])[OH:17])[O:14]2. Starting materials: COc1ccc(CNc2ccc(NNC(C)=O)cc2)cc1, CCO, O, S=C=Nc1ccccc1. Product: COc1ccc(CN(C(=S)Nc2ccccc2)c2ccc(NNC(C)=O)cc2)cc1. Reaction SMILES: [C:1]([CH3:2])(=[O:3])[NH:4][NH:5][c:6]1[cH:7][cH:8][c:9]([NH:12][CH2:13][c:14]2[cH:15][cH:16][c:17]([O:20][CH3:21])[cH:18][cH:19]2)[cH:10][cH:11]1.[CH3:31][CH2:32][OH:33].[OH2:34].[c:22]1([N:28]=[C:29]=[S:30])[cH:23][cH:24][cH:25][cH:26][cH:27]1>>[C:1]([CH3:2])(=[O:3])[NH:4][NH:5][c:6]1[cH:7][cH:8][c:9]([N:12]([CH2:13][c:14]2[cH:15][cH:16][c:17]([O:20][CH3:21])[cH:18][cH:19]2)[C:29]([NH:28][c:22]2[cH:23][cH:24][cH:25][cH:26][cH:27]2)=[S:30])[cH:10][cH:11]1. Reactants: N1CCC(CC1)C(=O)C1=CC2=CC=C(C=C2C=C1)Cl (6-chloro-2-naphthyl 4-piperidyl ketone), Cl (HCl). The solvent is CCOCC (ether). Yields the product Cl.N1CCC(CC1)C(=O)C1=CC2=CC=C(C=C2C=C1)Cl (6-chloro-2-naphthyl 4-piperidyl ketone hydrochloride). Reaction SMILES: [NH:1]1[CH2:6][CH2:5][CH:4]([C:7]([C:9]2[CH:18]=[CH:17][C:16]3[C:11](=[CH:12][CH:13]=[C:14]([Cl:19])[CH:15]=3)[CH:10]=2)=[O:8])[CH2:3][CH2:2]1.Cl>CCOCC>[ClH:19].[NH:1]1[CH2:6][CH2:5][CH:4]([C:7]([C:9]2[CH:18]=[CH:17][C:16]3[C:11](=[CH:12][CH:13]=[C:14]([Cl:19])[CH:15]=3)[CH:10]=2)=[O:8])[CH2:3][CH2:2]1 |f:3.4|. Procedure: The 6-chloro-2-naphthyl 4-piperidyl ketone prepared in Example 3 is reacted with an excess of HCl dissolved in ether and recrystallized from absolute ethanol to yield 6-chloro-2-naphthyl 4-piperidyl ketone hydrochloride. M.P. 259°-64°.